This data is from the Open Reaction Database (ORD), a public repository of structured organic reaction records. The task is: describe an organic reaction: reactants, conditions, products, and yield Reactants: C1(CCCCC1)CCC[C@H](CC(=O)OC(C)(C)C)C1=NC(=NO1)C(=O)N1CCCC1 (tert-butyl (3R)-6-cyclohexyl-3-[3-(1-pyrrolidinylcarbonyl)-1,2,4-oxadiazol-5-yl]hexanoate), FC(C(=O)O)(F)F (trifluoroacetic acid). Run in ClCCl (dichloromethane). Reaction conditions: time 17 hour. The product is C1(CCCCC1)CCC[C@H](CC(=O)O)C1=NC(=NO1)C(=O)N1CCCC1 ((3R)-6-Cyclohexyl-3-[3-(1 -pyrrolidinylcarbonyl)-1,2,4-oxadiazol-5-yl]hexanoic acid). The yield is 93.2%. Reaction SMILES: [CH:1]1([CH2:7][CH2:8][CH2:9][C@@H:10]([C:19]2[O:23][N:22]=[C:21]([C:24]([N:26]3[CH2:30][CH2:29][CH2:28][CH2:27]3)=[O:25])[N:20]=2)[CH2:11][C:12]([O:14]C(C)(C)C)=[O:13])[CH2:6][CH2:5][CH2:4][CH2:3][CH2:2]1.FC(F)(F)C(O)=O>ClCCl>[CH:1]1([CH2:7][CH2:8][CH2:9][C@@H:10]([C:19]2[O:23][N:22]=[C:21]([C:24]([N:26]3[CH2:30][CH2:29][CH2:28][CH2:27]3)=[O:25])[N:20]=2)[CH2:11][C:12]([OH:14])=[O:13])[CH2:2][CH2:3][CH2:4][CH2:5][CH2:6]1. Reported procedure: A solution of tert-butyl (3R)-6-cyclohexyl-3-[3-(1-pyrrolidinylcarbonyl)-1,2,4-oxadiazol-5-yl]hexanoate (Preparation 12) (356 mg, 0.85 mmol) in dichloromethane (4 ml) was treated with trifluoroacetic acid (1 ml) and the resulting mixture was stirred at room temperature under a nitrogen atmosphere for 17 hours. The solvent was removed under reduced pressure and the residue azeotroped from toluene to afford the title compound (288 mg). Solvent: O (water), Cl (HCl). Reported procedure: N,N-diethyl-2-formyl-4-methyl-benzamide (7.98 g, 36.39 mmol) was taken up in 100 mL of 6N HCl and heated to reflux for 48 h. The reaction was then cooled to room temp and diluted with 50 mL of water. The aqueous layer was extracted three times with ethyl acetate. The combined organic layers were washed with saturated sodium bicarbonate, water, brine and dried over anhydrous magnesium sulfate. The solution was filtered and the solvent removed under reduced pressure. The product was isolated by fl... Product: OC1OC(C2=CC=C(C=C12)C)=O (3-Hydroxy-5-methyl 3H-isobenzofuran-1-one). Reactants: C(C)N(C(C1=C(C=C(C=C1)C)C=O)=O)CC (N,N-diethyl-2-formyl-4-methyl-benzamide), CCCCCC.C(C)(=O)OCC (hexane ethyl acetate). As a reaction SMILES: C(N(CC)[C:4](=[O:14])[C:5]1[CH:10]=[CH:9][C:8]([CH3:11])=[CH:7][C:6]=1[CH:12]=[O:13])C.CCCCCC.C(OCC)(=[O:25])C>Cl.O>[OH:25][CH:12]1[C:6]2[C:5](=[CH:10][CH:9]=[C:8]([CH3:11])[CH:7]=2)[C:4](=[O:14])[O:13]1 |f:1.2|. The reactants are ClC=1C=C(C=CC1OC(C)C)C1=NC(=NO1)C=1C=CC=C2C=CN(C12)C (7-(5-{3-chloro-4-[(1-methylethyl)oxy]phenyl}-1,2,4-oxadiazol-3-yl)-1-methyl-1H-indole), C1CC(=O)N(C1=O)Br (NBS). Run in C1CCOC1 (THF). Run at temperature 20 celsius, time 16 hour. Yields the product BrC1=CN(C2=C(C=CC=C12)C1=NOC(=N1)C1=CC(=C(C=C1)OC(C)C)Cl)C (3-bromo-7-(5-{3-chloro-4-[(1-methylethyl)oxy]phenyl}-1,2,4-oxadiazol-3-yl)-1-methyl-1H-indole). Yield: 90.6%. Reaction SMILES: [Cl:1][C:2]1[CH:3]=[C:4]([C:12]2[O:16][N:15]=[C:14]([C:17]3[CH:18]=[CH:19][CH:20]=[C:21]4[C:25]=3[N:24]([CH3:26])[CH:23]=[CH:22]4)[N:13]=2)[CH:5]=[CH:6][C:7]=1[O:8][CH:9]([CH3:11])[CH3:10].C1C(=O)N([Br:34])C(=O)C1>C1COCC1>[Br:34][C:22]1[C:21]2[C:25](=[C:17]([C:14]3[N:13]=[C:12]([C:4]4[CH:5]=[CH:6][C:7]([O:8][CH:9]([CH3:10])[CH3:11])=[C:2]([Cl:1])[CH:3]=4)[O:16][N:15]=3)[CH:18]=[CH:19][CH:20]=2)[N:24]([CH3:26])[CH:23]=1. Reported procedure: To a solution of 7-(5-{3-chloro-4-[(1-methylethyl)oxy]phenyl}-1,2,4-oxadiazol-3-yl)-1-methyl-1H-indole (D58) (300 mg) in THF (10 mL) was added NBS (160 mg). The reaction mixture was stirred at 20° C. for 16 h. The reaction mixture was concentrated and the residue was purified by column chromatography (15% ethyl acetate in hexane) to afford 3-bromo-7-(5-{3-chloro-4-[(1-methylethyl)oxy]phenyl}-1,2,4-oxadiazol-3-yl)-1-methyl-1H-indole (D59) (330 mg). δH (DMSO-d6, 400 MHz): 1.36 (6H, d), 3.70 (3H, s... Reactants: [Cl-].[NH4+] (ammonium chloride), CSC(C(=O)OC)C1=CC(=CC=C1)C(C1=CC=CC=C1)(OC)OC (Methyl α-methylthio-[m-(α,α-dimethoxybenzyl)phenyl]acetate), CI (Methyl iodide), [H-].[Na+] (sodium hydride). Solvent: CS(=O)C (dimethyl sulfoxide). Conditions: time 20 minute. The product is CSC(C(=O)OC)(C)C1=CC(=CC=C1)C(C1=CC=CC=C1)(OC)OC (methyl α-methylthio-α-[m-(α,α-dimethoxybenzyl)phenyl]propionate). The yield is 84.0%. As a reaction SMILES: [CH3:1][S:2][CH:3]([C:8]1[CH:13]=[CH:12][CH:11]=[C:10]([C:14]([O:23][CH3:24])([O:21][CH3:22])[C:15]2[CH:20]=[CH:19][CH:18]=[CH:17][CH:16]=2)[CH:9]=1)[C:4]([O:6][CH3:7])=[O:5].[H-].[Na+].[CH3:27]I.[Cl-].[NH4+]>CS(C)=O>[CH3:1][S:2][C:3]([C:8]1[CH:13]=[CH:12][CH:11]=[C:10]([C:14]([O:21][CH3:22])([O:23][CH3:24])[C:15]2[CH:20]=[CH:19][CH:18]=[CH:17][CH:16]=2)[CH:9]=1)([CH3:27])[C:4]([O:6][CH3:7])=[O:5] |f:1.2,4.5|. Reported procedure: Methyl α-methylthio-[m-(α,α-dimethoxybenzyl)phenyl]acetate (444 mg) was dissolved in 4 ml of dimethyl sulfoxide, and 55 mg of sodium hydride (65% content) was added. The mixture was stirred at room temperature for 20 minutes. Methyl iodide (0.20 ml) was added dropwise over the course of 3 minutes, and the mixture was further stirred at room temperature for 30 minutes. An aqueous solution of ammonium chloride (200 mg/30 ml) was added, and the mixture was extracted three times with 20 ml of diethy... Reactants: O=C([O-])[O-], Cc1ccccc1, Clc1cc(-c2ccnc(NC3CCOCC3)n2)ccn1, [Cs+], [Cs+], Nc1cccc(F)c1, CC(=O)[O-], CC(=O)[O-], [Pd+2], c1ccc(P(c2ccccc2)c2ccc3ccccc3c2-c2c(P(c3ccccc3)c3ccccc3)ccc3ccccc23)cc1. The product is Fc1cccc(Nc2cc(-c3ccnc(NC4CCOCC4)n3)ccn2)c1. Reaction SMILES: [C:75](=[O:76])([O-:77])[O-:78].[CH3:81][c:82]1[cH:83][cH:84][cH:85][cH:86][cH:87]1.[Cl:1][c:2]1[n:3][cH:4][cH:5][c:6](-[c:8]2[n:9][c:10]([NH:14][CH:15]3[CH2:16][CH2:17][O:18][CH2:19][CH2:20]3)[n:11][cH:12][cH:13]2)[cH:7]1.[Cs+:79].[Cs+:80].[NH2:21][c:22]1[cH:23][cH:24][cH:25][c:26]([F:27])[cH:28]1.[O-:89][C:90]([CH3:91])=[O:92].[O-:93][C:94]([CH3:95])=[O:96].[Pd+2:88].[c:29]1([P:30]([c:31]2[cH:32][cH:33][cH:34][cH:35][cH:36]2)[c:37]2[cH:38][cH:39][c:40]3[c:41]([cH:42][cH:43][cH:44][cH:45]3)[c:46]2-[c:47]2[c:48]3[c:49]([cH:50][cH:51][cH:52][cH:53]3)[cH:54][cH:55][c:56]2[P:57]([c:58]2[cH:59][cH:60][cH:61][cH:62][cH:63]2)[c:64]2[cH:65][cH:66][cH:67][cH:68][cH:69]2)[cH:70][cH:71][cH:72][cH:73][cH:74]1>>[c:2]1([NH:21][c:22]2[cH:23][cH:24][cH:25][c:26]([F:27])[cH:28]2)[n:3][cH:4][cH:5][c:6](-[c:8]2[n:9][c:10]([NH:14][CH:15]3[CH2:16][CH2:17][O:18][CH2:19][CH2:20]3)[n:11][cH:12][cH:13]2)[cH:7]1. Reactants: P(=O)([O-])([O-])[O-].[K+].[K+].[K+] (potassium phosphate), N[C@H]1[C@@H](CCCC1)N (trans-1,2-diaminocyclohexane), IC1=C(C=CC=C1)CCC(C)C (1-Iodo-2-(3-methyl-butyl)-benzene), C(C)(C)(C)OC(=O)N1CC(NCC1)=O (3-oxo-piperazine-1-carboxylic acid tert-butyl ester). The reagents and catalysts are [Cu](I)I (copper iodide). Reaction conditions: temperature 120 celsius, time 8 hour. Yields the product C(C)(C)(C)OC(=O)N1CC(N(CC1)C1=C(C=CC=C1)CCC(C)C)=O (4-[2-(3-Methyl-butyl)-phenyl]-3-oxo-piperazine-1-carboxylic acid tert-butyl ester). The yield is 29.2%. Reaction SMILES: P([O-])([O-])([O-])=O.[K+].[K+].[K+].N[C@@H]1CCCC[C@H]1N.I[C:18]1[CH:23]=[CH:22][CH:21]=[CH:20][C:19]=1[CH2:24][CH2:25][CH:26]([CH3:28])[CH3:27].[C:29]([O:33][C:34]([N:36]1[CH2:41][CH2:40][NH:39][C:38](=[O:42])[CH2:37]1)=[O:35])([CH3:32])([CH3:31])[CH3:30]>[Cu](I)I>[C:29]([O:33][C:34]([N:36]1[CH2:41][CH2:40][N:39]([C:18]2[CH:23]=[CH:22][CH:21]=[CH:20][C:19]=2[CH2:24][CH2:25][CH:26]([CH3:28])[CH3:27])[C:38](=[O:42])[CH2:37]1)=[O:35])([CH3:32])([CH3:30])[CH3:31] |f:0.1.2.3|. Reported procedure: Charge in a pressure tube copper iodide (16 mg, 0.08 mmol), potassium phosphate (717 g, 3.4 mmol), trans-1,2-diaminocyclohexane (0.020 ml, 0.17 mmol), 1-Iodo-2-(3-methyl-butyl)-benzene (462 mg, 1.7 mmol) and 3-oxo-piperazine-1-carboxylic acid tert-butyl ester (405 g, 2.02 mmol). Purge with nitrogen and add 2 ml of dry 1,4-dioxane. Cap the tube and stir at 120° C. overnight. Filter through celite eluting with EtOAc and concentrate. Purify in a silica gel cartridge (10 g) eluting with hexane follo... Starting materials: CC(C)(C)OC(=O)N1CCCC1C(=O)O, CCS, CN(C)c1ccncc1, C(=NC1CCCCC1)=NC1CCCCC1, ClCCl. Yields the product CCSOC(=O)C1CCCN1C(=O)OC(C)(C)C. Reaction SMILES: [C:19](=[O:20])([O:21][C:22]([CH3:23])([CH3:24])[CH3:25])[N:26]1[CH:27]([C:28](=[O:29])[OH:30])[CH2:31][CH2:32][CH2:33]1.[CH2:16]([CH3:17])[SH:18].[CH3:34][N:35]([c:36]1[cH:37][cH:38][n:39][cH:40][cH:41]1)[CH3:42].[CH:1]1([N:2]=[C:3]=[N:4][CH:5]2[CH2:6][CH2:7][CH2:8][CH2:9][CH2:10]2)[CH2:11][CH2:12][CH2:13][CH2:14][CH2:15]1.[Cl:43][CH2:44][Cl:45]>>[CH2:16]([CH3:17])[S:18][O:30][C:28]([CH:27]1[N:26]([C:19](=[O:20])[O:21][C:22]([CH3:23])([CH3:24])[CH3:25])[CH2:33][CH2:32][CH2:31]1)=[O:29]. As a reaction SMILES: Cl.[CH3:2][C:3]([NH2:16])([CH3:15])[CH2:4][C:5]1[CH:14]=[CH:13][C:12]2[C:7](=[CH:8][CH:9]=[CH:10][CH:11]=2)[CH:6]=1.[Cl:17][C:18]1[CH:19]=[C:20]([N+:25]([O-:27])=[O:26])[CH:21]=[CH:22][C:23]=1F.C([O-])([O-])=O.[K+].[K+].O>CS(C)=O>[Cl:17][C:18]1[CH:19]=[C:20]([N+:25]([O-:27])=[O:26])[CH:21]=[CH:22][C:23]=1[NH:16][C:3]([CH3:2])([CH3:15])[CH2:4][C:5]1[CH:14]=[CH:13][C:12]2[C:7](=[CH:8][CH:9]=[CH:10][CH:11]=2)[CH:6]=1 |f:0.1,3.4.5|. Run at temperature 140 celsius, time 8 hour. Reactants: O (water), Cl.CC(CC1=CC2=CC=CC=C2C=C1)(C)N (2-methyl-1-(naphthalen-2-yl)propan-2-amine hydrochloride), ClC=1C=C(C=CC1F)[N+](=O)[O-] (3-chloro-4-fluoro-1-nitrobenzene), C(=O)([O-])[O-].[K+].[K+] (K2CO3). The yield is 42.6%. Solvent: CS(=O)C (DMSO). Procedure details: A mixture of 2-methyl-1-(naphthalen-2-yl)propan-2-amine hydrochloride (5.9 g, 25.0 mmol), 3-chloro-4-fluoro-1-nitrobenzene (5.27 g, 30.0 mmol) and K2CO3 (6.9 g, 50.0 mmol) in DMSO (50 mL) was stirred at 140° C. overnight. The mixture was cooled to rt and poured into 150 mL of water. The mixture was then extracted with EtOAc (50 mL×3). The combined organic layers were dried over anhydrous Na2SO4 and concentrated in vacuo. The residue was purified by a silica gel column chromatography (PE/DCM (V/V... The product is ClC1=C(NC(CC2=CC3=CC=CC=C3C=C2)(C)C)C=CC(=C1)[N+](=O)[O-] (2-chloro-N-(2-methyl-1-(naphthalen-2-yl)propan-2-yl)-4-nitroaniline). The reactants are C[O-].[Na+] (Sodium methoxide), ClC=1N=NC(=CC1)SC=1OC2=C(C1C)C=C(C=C2)Cl (3-chloro-6-(5-chloro-3-methyl-benzofuran-2-ylsulfanyl)-pyridazine). Run in CO (methanol). The product is ClC=1C=CC2=C(C(=C(O2)SC=2C=CC(NN2)=O)C)C1 (6-(5-Chloro-3-methyl-benzofuran-2-ylsulfanyl)-2H-pyridazin-3-one). RXN SMILES: C[O-:2].[Na+].Cl[C:5]1[N:6]=[N:7][C:8]([S:11][C:12]2[O:13][C:14]3[CH:21]=[CH:20][C:19]([Cl:22])=[CH:18][C:15]=3[C:16]=2[CH3:17])=[CH:9][CH:10]=1>CO>[Cl:22][C:19]1[CH:20]=[CH:21][C:14]2[O:13][C:12]([S:11][C:8]3[CH:9]=[CH:10][C:5](=[O:2])[NH:6][N:7]=3)=[C:16]([CH3:17])[C:15]=2[CH:18]=1 |f:0.1|. Procedure details: Sodium methoxide (299 mL, 1.31 mol, 5 equiv) was added to a slurry of 3-chloro-6-(5-chloro-3-methyl-benzofuran-2-ylsulfanyl)-pyridazine (the title compound of Example One) in methanol (500 mL, 6.1 vol). The resultant mixture was heated at 50° C. for five hours to provide, 3-(5-chloro-3-methyl-benzofuran-2-ylsulfanyl)-6-methoxy-pyridazine, which was not isolated. The reaction mixture was cooled to room temperature and concentrated hydrochloric acid (12N, 329 mL, 3.95 mol, 15 equiv) was added. The...